This data is from the Open Reaction Database (ORD), a public repository of structured organic reaction records. The task is: describe an organic reaction: reactants, conditions, products, and yield The reactants are ClCCl, Cl, CC(=O)Cc1c([N+](=O)[O-])ccc(F)c1F, OCc1ccccc1. The product is CC(=O)Cc1c([N+](=O)[O-])ccc(OCc2ccccc2)c1F. RXN SMILES: [Cl:25][CH2:26][Cl:27].[ClH:24].[F:1][c:2]1[c:3]([CH2:12][C:13]([CH3:14])=[O:15])[c:4]([N+:9](=[O:10])[O-:11])[cH:5][cH:6][c:7]1[F:8].[OH:16][CH2:17][c:18]1[cH:19][cH:20][cH:21][cH:22][cH:23]1>>[F:1][c:2]1[c:3]([CH2:12][C:13]([CH3:14])=[O:15])[c:4]([N+:9](=[O:10])[O-:11])[cH:5][cH:6][c:7]1[O:16][CH2:17][c:18]1[cH:19][cH:20][cH:21][cH:22][cH:23]1. The reactants are CCCCCCCCCCCCCCCCNc1ccc(C(=O)Cl)cc1, COCCOC, CN(C)c1ccncc1, ClC(Cl)Cl, ClCc1ccccc1, Cl, [H-], [H][H], [Na+], O, CC(O)C(CO)C(C)O. Product: CCCCCCCCCCCCCCCCNc1ccc(C(=O)OC(C)C(CO)C(C)O)cc1. Reaction SMILES: [CH2:23]([CH2:24][CH2:25][CH2:26][CH2:27][CH2:28][CH2:29][CH2:30][CH2:31][CH2:32][CH2:33][CH2:34][CH2:35][CH2:36][CH2:37][CH3:38])[NH:39][c:40]1[cH:41][cH:42][c:43]([C:44](=[O:45])[Cl:46])[cH:47][cH:48]1.[CH2:49]([CH2:50][O:51][CH3:52])[O:53][CH3:54].[CH3:55][N:56]([CH3:57])[c:58]1[cH:59][cH:60][n:61][cH:62][cH:63]1.[CH:65]([Cl:66])([Cl:67])[Cl:68].[Cl:14][CH2:15][c:16]1[cH:17][cH:18][cH:19][cH:20][cH:21]1.[ClH:22].[H-:10].[H:12][H:13].[Na+:11].[OH2:64].[OH:1][CH:2]([CH3:3])[CH:4]([CH:5]([CH3:6])[OH:7])[CH2:8][OH:9]>>[O:1]([CH:2]([CH3:3])[CH:4]([CH:5]([CH3:6])[OH:7])[CH2:8][OH:9])[C:44]([c:43]1[cH:42][cH:41][c:40]([NH:39][CH2:23][CH2:24][CH2:25][CH2:26][CH2:27][CH2:28][CH2:29][CH2:30][CH2:31][CH2:32][CH2:33][CH2:34][CH2:35][CH2:36][CH2:37][CH3:38])[cH:48][cH:47]1)=[O:45]. The reactants are CC1(C)CCC(C)(C)c2cc(CCC=C(CC(C(=O)O)C(=O)O)c3cccc(C(F)(F)F)c3)ccc21, CC#N. Product: CC1(C)CCC(C)(C)c2cc(CCC=C(CCC(=O)O)c3cccc(C(F)(F)F)c3)ccc21. As a reaction SMILES: [C:1](=[O:2])([OH:3])[CH:4]([C:5]([OH:6])=[O:7])[CH2:8][C:9](=[CH:10][CH2:11][CH2:12][c:13]1[cH:14][c:15]2[c:20]([cH:21][cH:22]1)[C:19]([CH3:23])([CH3:24])[CH2:18][CH2:17][C:16]2([CH3:25])[CH3:26])[c:27]1[cH:28][c:29]([C:33]([F:34])([F:35])[F:36])[cH:30][cH:31][cH:32]1.[CH3:37][C:38]#[N:39]>>[C:1](=[O:2])([OH:3])[CH2:4][CH2:8][C:9](=[CH:10][CH2:11][CH2:12][c:13]1[cH:14][c:15]2[c:20]([cH:21][cH:22]1)[C:19]([CH3:23])([CH3:24])[CH2:18][CH2:17][C:16]2([CH3:25])[CH3:26])[c:27]1[cH:28][c:29]([C:33]([F:34])([F:35])[F:36])[cH:30][cH:31][cH:32]1. Reactants: CCO, CCOC(C)=O, COc1ccc2c(=O)n3c(c(-c4cccc(F)c4)c2c1)C(OS(=O)(=O)C(F)(F)F)=CCC3. The product is COc1ccc2c(=O)n3c(c(-c4cccc(F)c4)c2c1)CCCC3. As a reaction SMILES: [CH3:33][CH2:34][OH:35].[CH3:36][CH2:37][O:38][C:39]([CH3:40])=[O:41].[F:1][C:2]([F:3])([F:4])[S:5]([O:6][C:7]1=[CH:8][CH2:9][CH2:10][n:11]2[c:12](=[O:30])[c:13]3[cH:14][cH:15][c:16]([O:28][CH3:29])[cH:17][c:18]3[c:19](-[c:21]3[cH:22][c:23]([F:27])[cH:24][cH:25][cH:26]3)[c:20]21)(=[O:31])=[O:32]>>[CH2:7]1[CH2:8][CH2:9][CH2:10][n:11]2[c:12](=[O:30])[c:13]3[cH:14][cH:15][c:16]([O:28][CH3:29])[cH:17][c:18]3[c:19](-[c:21]3[cH:22][c:23]([F:27])[cH:24][cH:25][cH:26]3)[c:20]21.